Dataset: the Open Reaction Database (ORD), a public repository of structured organic reaction records. Task: describe an organic reaction: reactants, conditions, products, and yield The reactants are N1C=CC2=C(C=CC=C12)C=1C=C(C=2C=NNC2C1)N (6-(1H-indol-4-yl)-1H-indazol-4-amine), C1(OC(C2=C1C=CC=C2)=O)=O (2-benzofuran-1,3-dione), CN(C)C=O (DMF). Solvent: ClCCl (dichloromethane). Reaction conditions: temperature 150 celsius, time 15 minute. Yields the product N1C=CC2=C(C=CC=C12)C1=CC(=C2C=NNC2=C1)N1C(C2=CC=CC=C2C1=O)=O (2-[6-(1H-Indol-4-yl)-1H-indazol-4-yl]-1H-isoindole-1,3(2H)-dione). Yield: 63.1%. Reaction SMILES: [NH:1]1[C:9]2[C:4](=[C:5]([C:10]3[CH:11]=[C:12]([NH2:19])[C:13]4[CH:14]=[N:15][NH:16][C:17]=4[CH:18]=3)[CH:6]=[CH:7][CH:8]=2)[CH:3]=[CH:2]1.[C:20]1(=O)[C:24]2[CH:25]=[CH:26][CH:27]=[CH:28][C:23]=2[C:22](=[O:29])[O:21]1.CN(C=O)C>ClCCl>[NH:1]1[C:9]2[C:4](=[C:5]([C:10]3[CH:18]=[C:17]4[C:13]([CH:14]=[N:15][NH:16]4)=[C:12]([N:19]4[C:20](=[O:21])[C:24]5[C:23](=[CH:28][CH:27]=[CH:26][CH:25]=5)[C:22]4=[O:29])[CH:11]=3)[CH:6]=[CH:7][CH:8]=2)[CH:3]=[CH:2]1. Procedure details: A mixture of 6-(1H-indol-4-yl)-1H-indazol-4-amine (500 mg, 2.014 mmol), 2-benzofuran-1,3-dione (298 mg, 2.014 mmol) and DMF (2.5 ml) was placed in a Biotage vial (2-5 ml) equipped with a magnetic stirrer bar. The vial was placed in a Biotage Initiator microwave and heated at 150° C. for 30 min then again at 150° C. for a further 15 min. The reaction mixture was evaporated to dryness to give a brown oil which was dissolved in dichloromethane and applied to a 100 g silica SPE cartridge. The cartri... Reactants: COC1=CC=C2C(=CC=NC2=C1)OC1=C(C=C(C=C1)NC(=O)C=1C(N(N(C1C)C[C@H](C)OC([C@H](C)N)=O)C1=CC=CC=C1)=O)F ((2S)—(S)-1-(4-(4-(7-methoxyquinolin-4-yloxy)-3-fluorophenyl-carbamoyl)-2,3-dihydro-5-methyl-3-oxo-2-phenylpyrazol-1-yl)propan-2-yl2-aminopropanoate), C(\C=C\C(=O)O)(=O)O (fumaric acid). Yields the product C(\C=C\C(=O)O)(=O)O.FC=1C=C(C=CC1OC1=CC=NC2=CC(=CC=C12)OC)NC(=O)C=1C(N(N(C1C)C[C@H](C)OC([C@H](C)N)=O)C1=CC=CC=C1)=O ((S)—((S)-1-(4-(3-fluoro-4-(7-methoxyquinolin-4-yloxy)phenylcarbamoyl)-5-methyl-3-oxo-2-phenyl-2,3-dihydropyrazol-1-yl)propan-2-yl)2-aminopropanoate fumarate), solid. Yield: 94.0%. As a reaction SMILES: [CH3:1][O:2][C:3]1[CH:12]=[C:11]2[C:6]([C:7]([O:13][C:14]3[CH:19]=[CH:18][C:17]([NH:20][C:21]([C:23]4[C:24](=[O:44])[N:25]([C:38]5[CH:43]=[CH:42][CH:41]=[CH:40][CH:39]=5)[N:26]([CH2:29][C@@H:30]([O:32][C:33](=[O:37])[C@@H:34]([NH2:36])[CH3:35])[CH3:31])[C:27]=4[CH3:28])=[O:22])=[CH:16][C:15]=3[F:45])=[CH:8][CH:9]=[N:10]2)=[CH:5][CH:4]=1.[C:46]([OH:53])(=[O:52])/[CH:47]=[CH:48]/[C:49]([OH:51])=[O:50]>>[C:46]([OH:53])(=[O:52])/[CH:47]=[CH:48]/[C:49]([OH:51])=[O:50].[F:45][C:15]1[CH:16]=[C:17]([NH:20][C:21]([C:23]2[C:24](=[O:44])[N:25]([C:38]3[CH:39]=[CH:40][CH:41]=[CH:42][CH:43]=3)[N:26]([CH2:29][C@@H:30]([O:32][C:33](=[O:37])[C@@H:34]([NH2:36])[CH3:35])[CH3:31])[C:27]=2[CH3:28])=[O:22])[CH:18]=[CH:19][C:14]=1[O:13][C:7]1[C:6]2[C:11](=[CH:12][C:3]([O:2][CH3:1])=[CH:4][CH:5]=2)[N:10]=[CH:9][CH:8]=1 |f:2.3|. Procedure: The title compound was prepared according to the procedure described in Example 13 Step 3 by using (2S)—(S)-1-(4-(4-(7-methoxyquinolin-4-yloxy)-3-fluorophenyl-carbamoyl)-2,3-dihydro-5-methyl-3-oxo-2-phenylpyrazol-1-yl)propan-2-yl2-aminopropanoate (61.3 mg, 0.1 mmol) and fumaric acid (23.2 mg, 0.2 mmol, Shantou Xilong chemical factory). The title compound was obtained as a pale yellow solid (68.5 mg, 94.0%). Reactants: ClC=1C2=C(SC1C=O)C=CC=C2 (3-chloro-benzo[b]thiophene-2-carbaldehyde), CN (methylamine), [BH4-].[Na+] (NaBH4). Solvent: CO (methanol). Reaction conditions: time 8 hour. Yields the product ClC=1C2=C(SC1CNC)C=CC=C2 ((3-chlorobenzo[b]thiophen-2-ylmethyl)methylamine). The yield is 80.0%. Reaction SMILES: [Cl:1][C:2]1[C:3]2[CH:12]=[CH:11][CH:10]=[CH:9][C:4]=2[S:5][C:6]=1[CH:7]=O.[CH3:13][NH2:14].[BH4-].[Na+]>CO>[Cl:1][C:2]1[C:3]2[CH:12]=[CH:11][CH:10]=[CH:9][C:4]=2[S:5][C:6]=1[CH2:7][NH:14][CH3:13] |f:2.3|. Procedure: To 3-chloro-benzo[b]thiophene-2-carbaldehyde (1.9 g, 9.5 mmol) was added a solution of 2 M methylamine in methanol (32 mL) and the resulting mixture was stirred overnight at room temperature. The mixture was concentrated under reduced pressure and the residue taken up in ethanol (32 mL). The solution was cooled to 0° C., NaBH4 (0.54 g, 14 mmol) was added in one portion and stirring continued overnight. The mixture was concentrated under reduced pressure and the residue solvated in 1 M NaOH (200 ...